From a dataset of the Open Reaction Database (ORD), a public repository of structured organic reaction records. describe an organic reaction: reactants, conditions, products, and yield Reactants: [Br-], [Zn+]Cc1ccccc1, Cc1c(Cl)nnc(N2CCNC(C)C2)c1C, c1ccc(P(c2ccccc2)(c2ccccc2)[Pd](P(c2ccccc2)(c2ccccc2)c2ccccc2)(P(c2ccccc2)(c2ccccc2)c2ccccc2)P(c2ccccc2)(c2ccccc2)c2ccccc2)cc1. The product is Cc1c(Cc2ccccc2)nnc(N2CCNC(C)C2)c1C. RXN SMILES: [Br-:17].[CH2:18]([c:19]1[cH:20][cH:21][cH:22][cH:23][cH:24]1)[Zn+:25].[Cl:1][c:2]1[n:3][n:4][c:5]([N:10]2[CH2:11][CH:12]([CH3:16])[NH:13][CH2:14][CH2:15]2)[c:6]([CH3:9])[c:7]1[CH3:8].[cH:26]1[cH:27][cH:28][c:29]([P:30]([Pd:31]([P:32]([c:33]2[cH:34][cH:35][cH:36][cH:37][cH:38]2)([c:39]2[cH:40][cH:41][cH:42][cH:43][cH:44]2)[c:45]2[cH:46][cH:47][cH:48][cH:49][cH:50]2)([P:51]([c:52]2[cH:53][cH:54][cH:55][cH:56][cH:57]2)([c:58]2[cH:59][cH:60][cH:61][cH:62][cH:63]2)[c:64]2[cH:65][cH:66][cH:67][cH:68][cH:69]2)[P:70]([c:71]2[cH:72][cH:73][cH:74][cH:75][cH:76]2)([c:77]2[cH:78][cH:79][cH:80][cH:81][cH:82]2)[c:83]2[cH:84][cH:85][cH:86][cH:87][cH:88]2)([c:89]2[cH:90][cH:91][cH:92][cH:93][cH:94]2)[c:95]2[cH:96][cH:97][cH:98][cH:99][cH:100]2)[cH:101][cH:102]1>>[c:2]1([CH2:18][c:19]2[cH:20][cH:21][cH:22][cH:23][cH:24]2)[n:3][n:4][c:5]([N:10]2[CH2:11][CH:12]([CH3:16])[NH:13][CH2:14][CH2:15]2)[c:6]([CH3:9])[c:7]1[CH3:8]. The reactants are ClC=1C=C2C(=NC1)N(C=C2B2OC(C(O2)(C)C)(C)C)S(=O)(=O)C2=CC=C(C=C2)C (5-chloro-1-(p-tolylsulfonyl)-3-(4,4,5,5-tetramethyl-1,3,2-dioxaborolan-2-yl)pyrrolo[2,3-b]pyridine), ClC1=NC=C(C(=N1)N[C@@H]1CN(CC1)C(=O)OC(C)(C)C)F (tert-butyl (3S)-3-[(2-chloro-5-fluoro-pyrimidin-4-yl)amino]pyrrolidine-1-carboxylate), ClC1=NC=C(C(=N1)N[C@@H]1CN(CC1)C(=O)OC(C)(C)C)F ((S)-tert-butyl 3-(2-chloro-5-fluoropyrimidin-4-ylamino)pyrrolidine-1-carboxylate). The reagents and catalysts are C=1C=CC(=CC1)[P](C=2C=CC=CC2)(C=3C=CC=CC3)[Pd]([P](C=4C=CC=CC4)(C=5C=CC=CC5)C=6C=CC=CC6)([P](C=7C=CC=CC7)(C=8C=CC=CC8)C=9C=CC=CC9)[P](C=1C=CC=CC1)(C=1C=CC=CC1)C=1C=CC=CC1 (Pd(PPh3)4). Run in COCCOC (DME), C(=O)([O-])[O-].[Na+].[Na+] (Na2CO3). Reaction conditions: temperature 90 celsius. The product is ClC=1C=C2C(=NC1)N(C=C2C2=NC=C(C(=N2)N[C@@H]2CN(CC2)C(=O)OC(C)(C)C)F)S(=O)(=O)C2=CC=C(C)C=C2 ((S)-tert-butyl 3-(2-(5-chloro-1-tosyl-1H-pyrrolo[2,3-b]pyridin-3-yl)-5-fluoropyrimidin-4-ylamino)pyrrolidine-1-carboxylate). Yield: 42.0%. As a reaction SMILES: [Cl:1][C:2]1[CH:3]=[C:4]2[C:10](B3OC(C)(C)C(C)(C)O3)=[CH:9][N:8]([S:20]([C:23]3[CH:28]=[CH:27][C:26]([CH3:29])=[CH:25][CH:24]=3)(=[O:22])=[O:21])[C:5]2=[N:6][CH:7]=1.Cl[C:31]1[N:36]=[C:35]([NH:37][C@H:38]2[CH2:42][CH2:41][N:40]([C:43]([O:45][C:46]([CH3:49])([CH3:48])[CH3:47])=[O:44])[CH2:39]2)[C:34]([F:50])=[CH:33][N:32]=1>COCCOC.C([O-])([O-])=O.[Na+].[Na+].C1C=CC([P]([Pd]([P](C2C=CC=CC=2)(C2C=CC=CC=2)C2C=CC=CC=2)([P](C2C=CC=CC=2)(C2C=CC=CC=2)C2C=CC=CC=2)[P](C2C=CC=CC=2)(C2C=CC=CC=2)C2C=CC=CC=2)(C2C=CC=CC=2)C2C=CC=CC=2)=CC=1>[Cl:1][C:2]1[CH:3]=[C:4]2[C:10]([C:31]3[N:36]=[C:35]([NH:37][C@H:38]4[CH2:42][CH2:41][N:40]([C:43]([O:45][C:46]([CH3:48])([CH3:47])[CH3:49])=[O:44])[CH2:39]4)[C:34]([F:50])=[CH:33][N:32]=3)=[CH:9][N:8]([S:20]([C:23]3[CH:24]=[CH:25][C:26]([CH3:29])=[CH:27][CH:28]=3)(=[O:21])=[O:22])[C:5]2=[N:6][CH:7]=1 |f:3.4.5,^1:66,68,87,106|. Procedure: A solution of 5-chloro-1-(p-tolylsulfonyl)-3-(4,4,5,5-tetramethyl-1,3,2-dioxaborolan-2-yl)pyrrolo[2,3-b]pyridine (2.41 g, 5.60 mmol) and tert-butyl (3S)-3-[(2-chloro-5-fluoro-pyrimidin-4-yl)amino]pyrrolidine-1-carboxylate, 7a, (1.69 g, 5.30 mmol) in DME (34 mL) and 2M Na2CO3 (8.5 mL) was degassed with nitrogen (5 min) then treated with Pd(PPh3)4 (0.31 g, 0.27 mmol) then heated at 90° C. overnight. The resulting dark solution was filtered through florisil, washed with EtOAc then concentrated in v... Starting materials: O=C([O-])O, CC(=O)N(c1ccc(Cl)cc1)C1CC(C)N(C(=O)c2ccc(N(S(C)(=O)=O)S(C)(=O)=O)cc2)c2ccccc21, [Na+], [Na+], C1CCOC1, [OH-], O. The product is CC(=O)N(c1ccc(Cl)cc1)C1CC(C)N(C(=O)c2ccc(NS(C)(=O)=O)cc2)c2ccccc21. As a reaction SMILES: [C:43](=[O:44])([OH:45])[O-:46].[CH3:1][S:2](=[O:3])(=[O:4])[N:5]([c:6]1[cH:7][cH:8][c:9]([C:10](=[O:11])[N:12]2[CH:13]([CH3:33])[CH2:14][CH:15]([N:22]([C:23]([CH3:24])=[O:25])[c:26]3[cH:27][cH:28][c:29]([Cl:32])[cH:30][cH:31]3)[c:16]3[cH:17][cH:18][cH:19][cH:20][c:21]32)[cH:34][cH:35]1)[S:36]([CH3:37])(=[O:38])=[O:39].[Na+:41].[Na+:47].[O:48]1[CH2:49][CH2:50][CH2:51][CH2:52]1.[OH-:40].[OH2:42]>>[CH3:1][S:2](=[O:3])(=[O:4])[NH:5][c:6]1[cH:7][cH:8][c:9]([C:10](=[O:11])[N:12]2[CH:13]([CH3:33])[CH2:14][CH:15]([N:22]([C:23]([CH3:24])=[O:25])[c:26]3[cH:27][cH:28][c:29]([Cl:32])[cH:30][cH:31]3)[c:16]3[cH:17][cH:18][cH:19][cH:20][c:21]32)[cH:34][cH:35]1. Starting materials: BrB(Br)Br, ClCCl, CCOC(C)=O, COc1ccccc1C(=O)CN1C(=O)C(NC(=O)Nc2cccc(-c3nnn[nH]3)c2)N=C(c2ccccc2F)c2cccc(C)c21, O. Yields the product Cc1cccc2c1N(CC(=O)c1ccccc1O)C(=O)C(NC(=O)Nc1cccc(-c3nnn[nH]3)c1)N=C2c1ccccc1F. RXN SMILES: [B:47]([Br:48])([Br:49])[Br:50].[CH2:58]([Cl:59])[Cl:60].[CH3:51][CH2:52][O:53][C:54](=[O:55])[CH3:56].[F:1][c:2]1[c:3]([C:8]2=[N:9][CH:10]([NH:32][C:33](=[O:34])[NH:35][c:36]3[cH:37][c:38](-[c:42]4[n:43][n:44][n:45][nH:46]4)[cH:39][cH:40][cH:41]3)[C:11](=[O:31])[N:12]([CH2:20][C:21](=[O:22])[c:23]3[c:24]([O:29][CH3:30])[cH:25][cH:26][cH:27][cH:28]3)[c:13]3[c:14]2[cH:15][cH:16][cH:17][c:18]3[CH3:19])[cH:4][cH:5][cH:6][cH:7]1.[OH2:57]>>[F:1][c:2]1[c:3]([C:8]2=[N:9][CH:10]([NH:32][C:33](=[O:34])[NH:35][c:36]3[cH:37][c:38](-[c:42]4[n:43][n:44][n:45][nH:46]4)[cH:39][cH:40][cH:41]3)[C:11](=[O:31])[N:12]([CH2:20][C:21](=[O:22])[c:23]3[c:24]([OH:29])[cH:25][cH:26][cH:27][cH:28]3)[c:13]3[c:14]2[cH:15][cH:16][cH:17][c:18]3[CH3:19])[cH:4][cH:5][cH:6][cH:7]1. The reactants are C1CCNCC1, CC(C)O, ClCCl, C=CS(=O)(=O)Nc1cc(NC(=O)c2c[nH]c3ccccc3c2=O)cc(C(F)(F)F)c1. Product: O=C(Nc1cc(NS(=O)(=O)CCN2CCCCC2)cc(C(F)(F)F)c1)c1c[nH]c2ccccc2c1=O. RXN SMILES: [CH2:31]1[CH2:32][CH2:33][NH:34][CH2:35][CH2:36]1.[CH:40]([OH:41])([CH3:42])[CH3:43].[Cl:37][CH2:38][Cl:39].[O:1]=[c:2]1[c:3]([C:12](=[O:13])[NH:14][c:15]2[cH:16][c:17]([C:27]([F:28])([F:29])[F:30])[cH:18][c:19]([NH:21][S:22](=[O:23])(=[O:24])[CH:25]=[CH2:26])[cH:20]2)[cH:4][nH:5][c:6]2[cH:7][cH:8][cH:9][cH:10][c:11]12>>[O:1]=[c:2]1[c:3]([C:12](=[O:13])[NH:14][c:15]2[cH:16][c:17]([C:27]([F:28])([F:29])[F:30])[cH:18][c:19]([NH:21][S:22](=[O:23])(=[O:24])[CH2:25][CH2:26][N:34]3[CH2:33][CH2:32][CH2:31][CH2:36][CH2:35]3)[cH:20]2)[cH:4][nH:5][c:6]2[cH:7][cH:8][cH:9][cH:10][c:11]12. Starting materials: ClCCCBr, Fc1ccc(S)cc1. Product: Fc1ccc(SCCCCl)cc1. RXN SMILES: [Br:9][CH2:10][CH2:11][CH2:12][Cl:13].[F:1][c:2]1[cH:3][cH:4][c:5]([SH:8])[cH:6][cH:7]1>>[F:1][c:2]1[cH:3][cH:4][c:5]([S:8][CH2:10][CH2:11][CH2:12][Cl:13])[cH:6][cH:7]1.